From a dataset of the Open Reaction Database (ORD), a public repository of structured organic reaction records. describe an organic reaction: reactants, conditions, products, and yield Starting materials: C(C)(C)(C)OC(=O)N1CCC2=C(CC1)C(=C(C=C2)Cl)SCC2=CC(=C(C=C2)C(=O)OC)F (3-tert-butoxycarbonyl-7-chloro-6-(3-fluoro-4-methoxycarbonylbenzylthio)-2,3,4,5-tetrahydro-1H-benzo[d]azepine), [OH-].[K+] (potassium hydroxide), solution, Cl (hydrochloric acid). Solvent: C1CCOC1 (THF), O (water). Conditions: temperature 0 celsius. The product is C(C)(C)(C)OC(=O)N1CCC2=C(CC1)C(=C(C=C2)Cl)SCC2=CC(=C(C=C2)C(=O)O)F (3-tert-Butoxycarbonyl-6-(4-carboxy-3-fluorobenzylthio)-7-chloro-2,3,4,5-tetrahydro-1H-benzo[d]azepine). The yield is 101.0%. As a reaction SMILES: [C:1]([O:5][C:6]([N:8]1[CH2:14][CH2:13][C:12]2[C:15]([S:20][CH2:21][C:22]3[CH:27]=[CH:26][C:25]([C:28]([O:30]C)=[O:29])=[C:24]([F:32])[CH:23]=3)=[C:16]([Cl:19])[CH:17]=[CH:18][C:11]=2[CH2:10][CH2:9]1)=[O:7])([CH3:4])([CH3:3])[CH3:2].[OH-].[K+].Cl>C1COCC1.O>[C:1]([O:5][C:6]([N:8]1[CH2:14][CH2:13][C:12]2[C:15]([S:20][CH2:21][C:22]3[CH:27]=[CH:26][C:25]([C:28]([OH:30])=[O:29])=[C:24]([F:32])[CH:23]=3)=[C:16]([Cl:19])[CH:17]=[CH:18][C:11]=2[CH2:10][CH2:9]1)=[O:7])([CH3:4])([CH3:2])[CH3:3] |f:1.2|. Procedure: Heat a stirred solution of 3-tert-butoxycarbonyl-7-chloro-6-(3-fluoro-4-methoxycarbonylbenzylthio)-2,3,4,5-tetrahydro-1H-benzo[d]azepine (3.56 g, 7.44 mmol) in THF (50 mL) and water (40 mL) overnight at 65° C. in the presence of potassium hydroxide (8.30 g, 148.77 mmol). Cool the mixture to 0° C., add slowly a 1N solution of hydrochloric acid until pH 5. Extract three times with EtOAc, dry over anhydrous Na2SO4 and concentrate in vacuo to provide the desired intermediate as a white solid (3.5 g,... Reactants: O=CO, NC=O, O=[N+]([O-])c1ncccn1, [Na+], [Na+], O, O=S([O-])S(=O)[O-]. The product is O=CNc1ncccn1. As a reaction SMILES: [CH:10](=[O:11])[OH:12].[CH:21]([NH2:22])=[O:23].[N+:1]([O-:2])(=[O:3])[c:4]1[n:5][cH:6][cH:7][cH:8][n:9]1.[Na+:19].[Na+:20].[OH2:24].[S:13]([S:14]([O-:15])=[O:16])([O-:17])=[O:18]>>[NH:1]([c:4]1[n:5][cH:6][cH:7][cH:8][n:9]1)[CH:10]=[O:11]. Product: Nc1cccc2ccoc12. Starting materials: CO, O=[N+]([O-])c1cccc2ccoc12, NN, O. Reaction SMILES: [CH3:16][OH:17].[N+:4]([O-:5])(=[O:6])[c:7]1[cH:8][cH:9][cH:10][c:11]2[cH:12][cH:13][o:14][c:15]12.[NH2:2][NH2:3].[OH2:1]>>[NH2:4][c:7]1[cH:8][cH:9][cH:10][c:11]2[cH:12][cH:13][o:14][c:15]12. Reactants: FC(C(=O)O)(F)F.C(CC1=CC=CC=C1)NC(C(C(=O)NCCC1=CC=CC=C1)N)=O (N,N′-diphenethyl-2-aminomalonamide trifluoroacetic acid salt), Br[C@@H](C(=O)O)CCCCN1C(C=2C(C1=O)=CC=CC2)=O ((R)-2-bromo-6-phthalimidohexanoic acid). The product is C(CC1=CC=CC=C1)NC(C(C(=O)NCCC1=CC=CC=C1)NC([C@H](CCCCN1C(C=2C(C1=O)=CC=CC2)=O)Br)=O)=O (N,N′-diphenethyl-2-((S)-2-bromo-6-phthalimidohexanoylamino)malonamide). RXN SMILES: FC(F)(F)C(O)=O.[CH2:8]([NH:16][C:17](=[O:31])[CH:18]([NH2:30])[C:19]([NH:21][CH2:22][CH2:23][C:24]1[CH:29]=[CH:28][CH:27]=[CH:26][CH:25]=1)=[O:20])[CH2:9][C:10]1[CH:15]=[CH:14][CH:13]=[CH:12][CH:11]=1.[Br:32][C@H:33]([CH2:37][CH2:38][CH2:39][CH2:40][N:41]1[C:45](=[O:46])[C:44]2=[CH:47][CH:48]=[CH:49][CH:50]=[C:43]2[C:42]1=[O:51])[C:34](O)=[O:35]>>[CH2:22]([NH:21][C:19](=[O:20])[CH:18]([NH:30][C:34](=[O:35])[C@@H:33]([Br:32])[CH2:37][CH2:38][CH2:39][CH2:40][N:41]1[C:45](=[O:46])[C:44]2=[CH:47][CH:48]=[CH:49][CH:50]=[C:43]2[C:42]1=[O:51])[C:17]([NH:16][CH2:8][CH2:9][C:10]1[CH:11]=[CH:12][CH:13]=[CH:14][CH:15]=1)=[O:31])[CH2:23][C:24]1[CH:25]=[CH:26][CH:27]=[CH:28][CH:29]=1 |f:0.1|. Reported procedure: Prepare by the method of Example 3.3 using N,N′-diphenethyl-2-aminomalonamide trifluoroacetic acid salt (20 mmol) and (R)-2-bromo-6-phthalimidohexanoic acid (25 mmol) to give the title compound. Reactants: complex, N1=CC=CC=C1 (pyridine), CS(=O)C (DMSO), OCC1N(CCN(C1)C(=O)OC(C)(C)C)C(=O)OCC1=CC=CC=C1 (1-benzyl 4-tert-butyl 2-(hydroxymethyl)piperazine-1,4-dicarboxylate), CCN(C(C)C)C(C)C (Hunig's base), CS(=O)C (DMSO). Run in C(Cl)Cl (DCM), C(Cl)Cl (DCM). Conditions: temperature 0 celsius. Product: C(=O)C1N(CCN(C1)C(=O)OC(C)(C)C)C(=O)OCC1=CC=CC=C1 (1-benzyl 4-tert-butyl 2-formylpiperazine-1,4-dicarboxylate). Isolated yield 100.0%. Reaction SMILES: N1C=CC=CC=1.CS(C)=O.[OH:11][CH2:12][CH:13]1[CH2:18][N:17]([C:19]([O:21][C:22]([CH3:25])([CH3:24])[CH3:23])=[O:20])[CH2:16][CH2:15][N:14]1[C:26]([O:28][CH2:29][C:30]1[CH:35]=[CH:34][CH:33]=[CH:32][CH:31]=1)=[O:27].CCN(C(C)C)C(C)C>C(Cl)Cl>[CH:12]([CH:13]1[CH2:18][N:17]([C:19]([O:21][C:22]([CH3:25])([CH3:23])[CH3:24])=[O:20])[CH2:16][CH2:15][N:14]1[C:26]([O:28][CH2:29][C:30]1[CH:35]=[CH:34][CH:33]=[CH:32][CH:31]=1)=[O:27])=[O:11]. Reported procedure: To SO3-pyr complex (5.84 g, 36.69 mmol) was added pyridine (2.90 mL, 36.66 mmol) and DMSO (7.20 mL, 101.37 mmol). Slurry was stirred at room temperature 10 min before DCM (30 mL) was added and mixture was cooled to 0° C. Then solution of 1-benzyl 4-tert-butyl 2-(hydroxymethyl)piperazine-1,4-dicarboxylate (6.44 g, 18.37 mmol), Hunig's base (11.0 mL, 63.15 mmol) and DMSO (7.20 mL, 101.37 mmol) in DCM (70 mL) was added over 10 min. Reaction mixture was stirred at 0° C. 30 min and TLC showed complet...